This data is from the Open Reaction Database (ORD), a public repository of structured organic reaction records. The task is: describe an organic reaction: reactants, conditions, products, and yield The reactants are O=C(Nc1cc2ccccc2c(Br)n1)C1(c2ccc3c(c2)OC(F)(F)O3)CC1, O=C([O-])[O-], COCCOC, [Na+], [Na+], OCc1ccc(B(O)O)cc1, c1ccc(P(c2ccccc2)(c2ccccc2)[Pd](P(c2ccccc2)(c2ccccc2)c2ccccc2)(P(c2ccccc2)(c2ccccc2)c2ccccc2)P(c2ccccc2)(c2ccccc2)c2ccccc2)cc1. Yields the product O=C(Nc1cc2ccccc2c(-c2ccc(CO)cc2)n1)C1(c2ccc3c(c2)OC(F)(F)O3)CC1. As a reaction SMILES: [Br:1][c:2]1[n:3][c:4]([NH:12][C:13](=[O:14])[C:15]2([c:18]3[cH:19][c:20]4[c:21]([cH:27][cH:28]3)[O:22][C:23]([F:25])([F:26])[O:24]4)[CH2:16][CH2:17]2)[cH:5][c:6]2[cH:7][cH:8][cH:9][cH:10][c:11]12.[C:40](=[O:41])([O-:42])[O-:43].[CH3:123][O:124][CH2:125][CH2:126][O:127][CH3:128].[Na+:44].[Na+:45].[OH:29][CH2:30][c:31]1[cH:32][cH:33][c:34]([B:37]([OH:38])[OH:39])[cH:35][cH:36]1.[cH:46]1[cH:47][cH:48][c:49]([P:50]([Pd:51]([P:52]([c:53]2[cH:54][cH:55][cH:56][cH:57][cH:58]2)([c:59]2[cH:60][cH:61][cH:62][cH:63][cH:64]2)[c:65]2[cH:66][cH:67][cH:68][cH:69][cH:70]2)([P:71]([c:72]2[cH:73][cH:74][cH:75][cH:76][cH:77]2)([c:78]2[cH:79][cH:80][cH:81][cH:82][cH:83]2)[c:84]2[cH:85][cH:86][cH:87][cH:88][cH:89]2)[P:90]([c:91]2[cH:92][cH:93][cH:94][cH:95][cH:96]2)([c:97]2[cH:98][cH:99][cH:100][cH:101][cH:102]2)[c:103]2[cH:104][cH:105][cH:106][cH:107][cH:108]2)([c:109]2[cH:110][cH:111][cH:112][cH:113][cH:114]2)[c:115]2[cH:116][cH:117][cH:118][cH:119][cH:120]2)[cH:121][cH:122]1>>[c:2]1(-[c:34]2[cH:33][cH:32][c:31]([CH2:30][OH:29])[cH:36][cH:35]2)[n:3][c:4]([NH:12][C:13](=[O:14])[C:15]2([c:18]3[cH:19][c:20]4[c:21]([cH:27][cH:28]3)[O:22][C:23]([F:25])([F:26])[O:24]4)[CH2:16][CH2:17]2)[cH:5][c:6]2[cH:7][cH:8][cH:9][cH:10][c:11]12. Reaction conditions: time 8 hour. Procedure details: Trifluoroacetic acid (2.2 mL) is added to the product of step 2, Example 95A (1.05 g, 1.94 mmol) in CH2Cl2 (39 mL) at 0° C. After 30 minutes the ice bath is removed and the mixture stirred at room temperature for 8 hours. Saturated NaHCO3 (60 mL) is added and the mixture extracted with CH2Cl2 (40 mL). The combined organics are dried over MgSO4, filtered and evaporated to give the title product (850 mg): m/z: 501.19. The product is FC(C(=O)N[C@@H]([C@H](O)C1=CC=C(C=C1)C=1C=CC(=NC1)C(C)NC(OCC1=CC=CC=C1)=O)CF)F (benzyl (1-(5-(4-((1R,2S)-2-(2,2-difluoroacetamido)-3-fluoro-1-hydroxypropyl)phenyl)pyridin-2-yl)ethyl)carbamate). The solvent is C(Cl)Cl (CH2Cl2). The yield is 87.4%. RXN SMILES: FC(F)(F)C(O)=O.[F:8][CH:9]([F:46])[C:10]([N:12]1[C@H:16]([CH2:17][F:18])[C@@H:15]([C:19]2[CH:24]=[CH:23][C:22]([C:25]3[CH:26]=[CH:27][C:28]([CH:31]([NH:33][C:34](=[O:43])[O:35][CH2:36][C:37]4[CH:42]=[CH:41][CH:40]=[CH:39][CH:38]=4)[CH3:32])=[N:29][CH:30]=3)=[CH:21][CH:20]=2)[O:14]C1(C)C)=[O:11]>C(Cl)Cl>[F:46][CH:9]([F:8])[C:10]([NH:12][C@H:16]([CH2:17][F:18])[C@@H:15]([C:19]1[CH:20]=[CH:21][C:22]([C:25]2[CH:26]=[CH:27][C:28]([CH:31]([NH:33][C:34](=[O:43])[O:35][CH2:36][C:37]3[CH:38]=[CH:39][CH:40]=[CH:41][CH:42]=3)[CH3:32])=[N:29][CH:30]=2)=[CH:23][CH:24]=1)[OH:14])=[O:11]. Starting materials: FC(C(=O)O)(F)F (Trifluoroacetic acid), FC(C(=O)N1C(O[C@@H]([C@H]1CF)C1=CC=C(C=C1)C=1C=CC(=NC1)C(C)NC(OCC1=CC=CC=C1)=O)(C)C)F (benzyl (1-(5-(4-((4S,5R)-3-(2,2-difluoroacetyl)-4-(fluoromethyl)-2,2-dimethyloxazolidin-5-yl)phenyl)pyridin-2-yl)ethyl)carbamate). The reactants are [H-].[Na+] (NaH), BrC1=NC=CC=N1 (2-bromopyrimidine), C1(CCCCC1)CO (cyclohexylmethanol). Run in C1CCOC1 (THF). Conditions: time 18 hour. Product: C1(CCCCC1)COC1=NC=CC=N1 (2-(cyclohexylmethoxy)pyrimidine). Reaction SMILES: [H-].[Na+].Br[C:4]1[N:9]=[CH:8][CH:7]=[CH:6][N:5]=1.[CH:10]1([CH2:16][OH:17])[CH2:15][CH2:14][CH2:13][CH2:12][CH2:11]1>C1COCC1>[CH:10]1([CH2:16][O:17][C:4]2[N:9]=[CH:8][CH:7]=[CH:6][N:5]=2)[CH2:15][CH2:14][CH2:13][CH2:12][CH2:11]1 |f:0.1|. Procedure: NaH (1.1 equivalent) is added to an equimolar mixture of 2-bromopyrimidine and cyclohexylmethanol in THF. The reaction mixture is stirred at +60° C. for 18 hours, cooled to room temperature, partitioned between H2O and ethyl acetate. Organic portion is separated, dried over anhydrous Na2SO4 and concentrated under reduced pressure to give 2-(cyclohexylmethoxy)pyrimidine. Starting materials: N,N'-carbonyldiimidazole, COC1=CC=C(CS[C@H]2C[C@H](N(C2)C(=O)OCC2=CC=C(C=C2)[N+](=O)[O-])C(=O)O)C=C1 ((2S,4S)-4-(4-methoxybenzylthio)-1-(4-nitrobenzyloxycarbonyl)-2-pyrrolidinecarboxylic acid), N1(C=NC=C1)C1CCNCC1 (4-(imidazol-1-yl)piperidine). The solvent is C(C)#N (acetonitrile), C(C)#N (acetonitrile). Conditions: time 30 minute. The product is COC1=CC=C(CS[C@H]2C[C@H](N(C2)C(=O)OCC2=CC=C(C=C2)[N+](=O)[O-])C(=O)N2CCC(CC2)N2C=NC=C2)C=C1 ((2S,4S)-4-(4-Methoxybenzylthio)-2-[4-(imidazol-1-yl)piperidin-1-ylcarbonyl]-1-(4-nitrobenzyloxycarbonyl)pyrrolidine). Isolated yield 73.5%. As a reaction SMILES: [CH3:1][O:2][C:3]1[CH:31]=[CH:30][C:6]([CH2:7][S:8][C@@H:9]2[CH2:13][N:12]([C:14]([O:16][CH2:17][C:18]3[CH:23]=[CH:22][C:21]([N+:24]([O-:26])=[O:25])=[CH:20][CH:19]=3)=[O:15])[C@H:11]([C:27](O)=[O:28])[CH2:10]2)=[CH:5][CH:4]=1.[N:32]1([CH:37]2[CH2:42][CH2:41][NH:40][CH2:39][CH2:38]2)[CH:36]=[CH:35][N:34]=[CH:33]1>C(#N)C>[CH3:1][O:2][C:3]1[CH:31]=[CH:30][C:6]([CH2:7][S:8][C@@H:9]2[CH2:13][N:12]([C:14]([O:16][CH2:17][C:18]3[CH:23]=[CH:22][C:21]([N+:24]([O-:26])=[O:25])=[CH:20][CH:19]=3)=[O:15])[C@H:11]([C:27]([N:40]3[CH2:39][CH2:38][CH:37]([N:32]4[CH:36]=[CH:35][N:34]=[CH:33]4)[CH2:42][CH2:41]3)=[O:28])[CH2:10]2)=[CH:5][CH:4]=1. Reported procedure: 660 mg of N,N'-carbonyldiimidazole were added to a solution of 1.52 g of (2S,4S)-4-(4-methoxybenzylthio)-1-(4-nitrobenzyloxycarbonyl)-2-pyrrolidinecarboxylic acid in 15 ml of dry acetonitrile, and the resulting mixture was stirred at room temperature for 30 minutes. A solution of 538 mg of 4-(imidazol-1-yl)piperidine in 5 ml of dry acetonitrile was then added to the solution, and the mixture was stirred at room temperature for 30 minutes and then at 40° C. for a further 7 hours. At the end of th... The reactants are Cc1ccccc1C(=O)Cl, CC1(C)NN(C2CCCCC2)C1=O. Yields the product Cc1ccccc1C(=O)N1N(C2CCCCC2)C(=O)C1(C)C. As a reaction SMILES: [CH3:14][c:15]1[c:16]([C:17](=[O:18])[Cl:19])[cH:20][cH:21][cH:22][cH:23]1.[CH:1]1([N:7]2[NH:8][C:9]([CH3:12])([CH3:13])[C:10]2=[O:11])[CH2:2][CH2:3][CH2:4][CH2:5][CH2:6]1>>[CH:1]1([N:7]2[N:8]([C:17]([c:16]3[c:15]([CH3:14])[cH:23][cH:22][cH:21][cH:20]3)=[O:18])[C:9]([CH3:12])([CH3:13])[C:10]2=[O:11])[CH2:2][CH2:3][CH2:4][CH2:5][CH2:6]1. Reactants: CCOC(=O)CBr, Cc1cccc(C)c1-c1cccc(COc2ccc3[nH]ccc3c2)c1, CN(C)C=O, CCOC(C)=O, [H-], [Na+], C1CCOC1. Product: CCOC(=O)Cn1ccc2cc(OCc3cccc(-c4c(C)cccc4C)c3)ccc21. RXN SMILES: [Br:28][CH2:29][C:30](=[O:31])[O:32][CH2:33][CH3:34].[CH3:1][c:2]1[c:3](-[c:9]2[cH:10][c:11]([CH2:15][O:16][c:17]3[cH:18][c:19]4[cH:20][cH:21][nH:22][c:23]4[cH:24][cH:25]3)[cH:12][cH:13][cH:14]2)[c:4]([CH3:8])[cH:5][cH:6][cH:7]1.[CH3:40][N:41]([CH3:42])[CH:43]=[O:44].[CH3:45][CH2:46][O:47][C:48](=[O:49])[CH3:50].[H-:26].[Na+:27].[O:35]1[CH2:36][CH2:37][CH2:38][CH2:39]1>>[CH3:1][c:2]1[c:3](-[c:9]2[cH:10][c:11]([CH2:15][O:16][c:17]3[cH:18][c:19]4[cH:20][cH:21][n:22]([CH2:29][C:30](=[O:31])[O:32][CH2:33][CH3:34])[c:23]4[cH:24][cH:25]3)[cH:12][cH:13][cH:14]2)[c:4]([CH3:8])[cH:5][cH:6][cH:7]1. The reactants are Cn1cccc(Br)c1=O, CC(Oc1ccc(N2CCC3(CCNCC3)C2=O)cc1)C(F)(F)F. Reaction SMILES: [Br:25][c:26]1[c:27](=[O:33])[n:28]([CH3:32])[cH:29][cH:30][cH:31]1.[F:1][C:2]([CH:3]([O:4][c:5]1[cH:6][cH:7][c:8]([N:11]2[C:12](=[O:21])[C:13]3([CH2:14][CH2:15]2)[CH2:16][CH2:17][NH:18][CH2:19][CH2:20]3)[cH:9][cH:10]1)[CH3:22])([F:23])[F:24]>>[F:1][C:2]([CH:3]([O:4][c:5]1[cH:6][cH:7][c:8]([N:11]2[C:12](=[O:21])[C:13]3([CH2:14][CH2:15]2)[CH2:16][CH2:17][N:18]([c:26]2[c:27](=[O:33])[n:28]([CH3:32])[cH:29][cH:30][cH:31]2)[CH2:19][CH2:20]3)[cH:9][cH:10]1)[CH3:22])([F:23])[F:24]. Product: CC(Oc1ccc(N2CCC3(CCN(c4cccn(C)c4=O)CC3)C2=O)cc1)C(F)(F)F. The reactants are FC=1C=C2CCC(C2=CC1)=O (5-Fluoroindan-1-one), N1CCCCCC1 (azepane). Run in N1=CC=CC=C1 (pyridine). Reaction conditions: time 16 hour. The product is N1(CCCCCC1)C=1C=C2CCC(C2=CC1)=O (5-hexahydro-1H-azepin-1-ylindan-1-one). RXN SMILES: F[C:2]1[CH:3]=[C:4]2[C:8](=[CH:9][CH:10]=1)[C:7](=[O:11])[CH2:6][CH2:5]2.[NH:12]1[CH2:18][CH2:17][CH2:16][CH2:15][CH2:14][CH2:13]1>N1C=CC=CC=1>[N:12]1([C:2]2[CH:3]=[C:4]3[C:8](=[CH:9][CH:10]=2)[C:7](=[O:11])[CH2:6][CH2:5]3)[CH2:18][CH2:17][CH2:16][CH2:15][CH2:14][CH2:13]1. Procedure details: 5-Fluoroindan-1-one (5 g, 33.3 mmol) and azepane (9.92 g, 100 mmol) were dissolved in pyridine (20 ml) and heated at reflux for 3 hours, stirred at ambient temperature for 16 hours, and then heated at reflux for an additional 6 hours. The solvent was removed under vacuum and the residue partitioned between methylene chloride and water. The organic layer was washed with 1N aqueous sodium hydroxide, dried with magnesium sulfate, filtered, and the filtrate was concentrated under vacuum. The residue... The reactants are COC(=O)c1cccc2c1CC(C)(C)CC2=O, CO, [K+], [OH-], O. Yields the product CC1(C)CC(=O)c2cccc(C(=O)O)c2C1. RXN SMILES: [CH3:1][C:2]1([CH3:17])[CH2:3][C:4](=[O:16])[c:5]2[cH:6][cH:7][cH:8][c:9]([C:12](=[O:13])[O:14][CH3:15])[c:10]2[CH2:11]1.[CH3:20][OH:21].[K+:19].[OH-:18].[OH2:22]>>[CH3:1][C:2]1([CH3:17])[CH2:3][C:4](=[O:16])[c:5]2[cH:6][cH:7][cH:8][c:9]([C:12](=[O:13])[OH:14])[c:10]2[CH2:11]1.